The task is: describe an organic reaction: reactants, conditions, products, and yield. This data is from the Open Reaction Database (ORD), a public repository of structured organic reaction records. Reactants: ClC(C(=C1CC[C@H]2[C@@H]3CCC4=CC(CC[C@]4(C)C3=CC[C@]12C)=O)OC)S(=O)C1=CC=CC=C1 (21-Chloro-20-methoxy-21-(phenylsulfinyl)pregna-4,9(11),17(20)-trien-3-one), [OH-].[Na+] (sodium hydroxide), O (water), C(Cl)Cl (methylene chloride). Solvent: C1CCOC1 (THF), CO (methanol), CC(=O)C (acetone). Run at time 24 hour. The product is ClC=C([C@]1(CC[C@H]2[C@@H]3CCC4=CC(CC[C@]4(C)C3=CC[C@]12C)=O)O)OC (21-Chloro-17α-hydroxy-20-methoxypregna-4,9(11),20-trien-3-one). Reaction SMILES: [Cl:1][CH:2](S(C1C=CC=CC=1)=O)[C:3]([O:24][CH3:25])=[C:4]1[C@:21]2([CH3:22])[C@H:7]([C@H:8]3[C:18](=[CH:19][CH2:20]2)[C@:16]2([CH3:17])[C:11](=[CH:12][C:13](=[O:23])[CH2:14][CH2:15]2)[CH2:10][CH2:9]3)[CH2:6][CH2:5]1.[OH-:34].[Na+].O.C(Cl)Cl>C1COCC1.CO.CC(C)=O>[Cl:1][CH:2]=[C:3]([O:24][CH3:25])[C@:4]1([OH:34])[C@:21]2([CH3:22])[C@H:7]([C@H:8]3[C:18](=[CH:19][CH2:20]2)[C@:16]2([CH3:17])[C:11](=[CH:12][C:13](=[O:23])[CH2:14][CH2:15]2)[CH2:10][CH2:9]3)[CH2:6][CH2:5]1 |f:1.2|. Procedure: To a solution of 21-chloro-20-methoxy-21-(phenylsulfinyl)pregna-4,9(11),17(20)-trien-3-one (VI, Example 3, 100 mg) in THF (2 ml), methanol (0.45 ml) and acetone (0.3 ml) at 0° under nitrogen is added a solution of sodium hydroxide (5 N, 0.04 ml). The mixture is brought to 20°-25° and is allowed to stir for 24 hr. The mixture is poured into a mixture of water (25 ml) and methylene chloride (10 ml). The layers are separated and the aqueous layer is extracted with methylene chloride (2×5 ml). The o... Starting materials: N1=CNC2=C1C=CC(=C2)N (benzimidazol-5-amine), C(C)(C)(C)C1=CC=C(CBr)C=C1 (4-tert-butylbenzylbromide), C(=O)([O-])[O-].[K+].[K+] (K2CO3). Product: C(C)(C)(C)C1=CC=C(CN(C2=CC3=C(NC=N3)C=C2)CC2=CC=C(C=C2)C(C)(C)C)C=C1 (N,N-Bis(4-tert-butylbenzyl)-1H-benzo[d]imidazol-5-amine). Reaction SMILES: [N:1]1[C:5]2[CH:6]=[CH:7][C:8]([NH2:10])=[CH:9][C:4]=2[NH:3][CH:2]=1.[C:11]([C:15]1[CH:22]=[CH:21][C:18]([CH2:19]Br)=[CH:17][CH:16]=1)([CH3:14])([CH3:13])[CH3:12].C([O-])([O-])=O.[K+].[K+]>>[C:11]([C:15]1[CH:22]=[CH:21][C:18]([CH2:19][N:10]([CH2:19][C:18]2[CH:21]=[CH:22][C:15]([C:11]([CH3:14])([CH3:13])[CH3:12])=[CH:16][CH:17]=2)[C:8]2[CH:7]=[CH:6][C:5]3[NH:1][CH:2]=[N:3][C:4]=3[CH:9]=2)=[CH:17][CH:16]=1)([CH3:14])([CH3:13])[CH3:12] |f:2.3.4|. Reported procedure: The compound was synthesized starting from benzimidazol-5-amine (133 mg; 1 mmol; 1 eq.), 4-tert-butylbenzylbromide (500 mg; 2.2 mmol; 2.2 eq.) and K2CO3 (304 mg; 2.2 mmol; 2.2 eq.) according to method 5; Yield: 0.250 g (58.7%); MS m/z: 426.3 [M+H]+; 1H-NMR (500 MHz, DMSO d6): δ 1.24 (s, 18H); 4.62 (s, 4H); 6.69 (br s, 1H); 6.74 (dd, 1H, 4J=2.1 Hz, 3J=8.9 Hz); 7.17-7.22 (m, 4H); 7.31-7.33 (m, 5H); 7.94 (s, 1H); 11.89 (br s, 1H); HPLC (METHOD [A]): rt 20.49 min (86.5%) Starting materials: CCNC(=O)c1ccc([N+](=O)[O-])c(Sc2ccc(F)cc2F)c1, CCO, [Cl-], [Fe], [NH4+], O. The product is CCNC(=O)c1ccc(N)c(Sc2ccc(F)cc2F)c1. Reaction SMILES: [CH2:1]([CH3:2])[NH:3][C:4]([c:5]1[cH:6][c:7]([S:14][c:15]2[c:16]([F:22])[cH:17][c:18]([F:21])[cH:19][cH:20]2)[c:8]([N+:11]([O-:12])=[O:13])[cH:9][cH:10]1)=[O:23].[CH3:26][CH2:27][OH:28].[Cl-:24].[Fe:30].[NH4+:25].[OH2:29]>>[CH2:1]([CH3:2])[NH:3][C:4]([c:5]1[cH:6][c:7]([S:14][c:15]2[c:16]([F:22])[cH:17][c:18]([F:21])[cH:19][cH:20]2)[c:8]([NH2:11])[cH:9][cH:10]1)=[O:23].